Dataset: the Open Reaction Database (ORD), a public repository of structured organic reaction records. Task: describe an organic reaction: reactants, conditions, products, and yield The reactants are [Si](C)(C)(C(C)(C)C)OCC1(CC=2N(CCS1)C(=NN2)C2(CC2)C2=CC=C(C=C2)Cl)C (8-({[Tert-butyl(dimethyl)silyl]oxy}methyl)-3-[1-(4-chlorophenyl)cyclopropyl]-8-methyl-5,6,8,9-tetrahydro[1,2,4]triazolo[4,3-d][1,4]thiazepine), N1=CC(=CC=C1)B(O)O (3-pyridylboronic acid), C1(CCCCC1)P(C1CCCCC1)C1CCCCC1 (tricyclohexylphosphine), P(=O)([O-])([O-])[O-].[K+].[K+].[K+] (tripotassium phosphate), C(O)([O-])=O.[Na+] (sodium hydrogencarbonate). The reagents and catalysts are C=1C=CC(=CC1)/C=C/C(=O)/C=C/C2=CC=CC=C2.C=1C=CC(=CC1)/C=C/C(=O)/C=C/C2=CC=CC=C2.C=1C=CC(=CC1)/C=C/C(=O)/C=C/C2=CC=CC=C2.[Pd].[Pd] (tris(dibenzylideneacetone)dipalladium(0)). The solvent is O1CCOCC1 (dioxane), O (water). The product is [Si](C)(C)(C(C)(C)C)OCC1(CC=2N(CCS1)C(=NN2)C2(CC2)C2=CC=C(C=C2)C=2C=NC=CC2)C (8-({[Tert-butyl(dimethyl)silyl]oxy}methyl)-8-methyl-3-[1-(4-pyridin-3-ylphenyl)cyclopropyl]-5,6,8,9-tetrahydro[1,2,4]triazolo[4,3-d][1,4]thiazepine). The yield is 81.7%. Reaction SMILES: [Si:1]([O:8][CH2:9][C:10]1([CH3:30])[S:16][CH2:15][CH2:14][N:13]2[C:17]([C:20]3([C:23]4[CH:28]=[CH:27][C:26](Cl)=[CH:25][CH:24]=4)[CH2:22][CH2:21]3)=[N:18][N:19]=[C:12]2[CH2:11]1)([C:4]([CH3:7])([CH3:6])[CH3:5])([CH3:3])[CH3:2].[N:31]1[CH:36]=[CH:35][CH:34]=[C:33](B(O)O)[CH:32]=1.C1(P(C2CCCCC2)C2CCCCC2)CCCCC1.P([O-])([O-])([O-])=O.[K+].[K+].[K+].C(=O)([O-])O.[Na+]>O1CCOCC1.O.C1C=CC(/C=C/C(/C=C/C2C=CC=CC=2)=O)=CC=1.C1C=CC(/C=C/C(/C=C/C2C=CC=CC=2)=O)=CC=1.C1C=CC(/C=C/C(/C=C/C2C=CC=CC=2)=O)=CC=1.[Pd].[Pd]>[Si:1]([O:8][CH2:9][C:10]1([CH3:30])[S:16][CH2:15][CH2:14][N:13]2[C:17]([C:20]3([C:23]4[CH:28]=[CH:27][C:26]([C:33]5[CH:32]=[N:31][CH:36]=[CH:35][CH:34]=5)=[CH:25][CH:24]=4)[CH2:22][CH2:21]3)=[N:18][N:19]=[C:12]2[CH2:11]1)([C:4]([CH3:7])([CH3:6])[CH3:5])([CH3:3])[CH3:2] |f:3.4.5.6,7.8,11.12.13.14.15|. Procedure details: A solution of the compound (232 mg, 0.5 mmol) obtained in Example 1-2), 3-pyridylboronic acid (61 mg, 0.5 mmol), tris(dibenzylideneacetone)dipalladium(0) (23 mg, 0.05 mmol), tricyclohexylphosphine (17 mg, 0.12 mmol), and tripotassium phosphate (186 mg, 0.85 mmol) in dioxane (2 mL) and water (1 mL) was stirred at 140° C. for 2 h under microwave irradiation. The reaction mixture was cooled to room temperature, saturated aqueous sodium hydrogencarbonate was added to the reaction mixture, the mixtur... Starting materials: COc1ccc(CCl)cc1, COC(=O)CC1NC(=O)NC1=O, [K+], [K+], [Mg+2], O=S(=O)([O-])[O-], O=C([O-])[O-], CN(C)C=O. Yields the product COC(=O)CC1NC(=O)N(Cc2ccc(OC)cc2)C1=O. Reaction SMILES: [CH3:13][O:14][c:15]1[cH:16][cH:17][c:18]([CH2:19][Cl:20])[cH:21][cH:22]1.[CH3:1][O:2][C:3]([CH2:4][CH:5]1[NH:6][C:7](=[O:11])[NH:8][C:9]1=[O:10])=[O:12].[K+:29].[K+:30].[Mg+2:23].[O-:24][S:25]([O-:26])(=[O:27])=[O:28].[O-:31][C:32]([O-:33])=[O:34].[O:35]=[CH:36][N:37]([CH3:38])[CH3:39]>>[CH3:1][O:2][C:3]([CH2:4][CH:5]1[NH:6][C:7](=[O:11])[N:8]([CH2:19][c:18]2[cH:17][cH:16][c:15]([O:14][CH3:13])[cH:22][cH:21]2)[C:9]1=[O:10])=[O:12]. Reactants: C(C)(=O)C1=C(C(=CC(=C1)C)C)NC(=O)C=1SC=CC1S(=O)(=O)NC1=C(C(=NO1)C)Cl (N-(2-acetyl-4,6-dimethylphenyl)-3-(((4-chloro-3-methyl-5-isoxazolyl)amino)sulfonyl)-2-thiophenecarboxamide), NC1=C(C=C(C=C1C)C)C(=O)C1CCCCC1 (cyclohexyl 2-amino-3,5-dimethylphenyl ketone). Yields the product ClC=1C(=NOC1NS(=O)(=O)C1=C(SC=C1)C(=O)NC1=C(C=C(C=C1C)C)C(=O)C1CCCCC1)C (3-(((4-Chloro-3-methyl-5-isoxazolyl)amino)sulfonyl)-N-(2-(cyclohexylcarbonyl)-4,6-dimethylphenyl)-2-thiophenecarboxamide). As a reaction SMILES: [C:1]([C:4]1[CH:9]=[C:8]([CH3:10])[CH:7]=[C:6]([CH3:11])[C:5]=1[NH:12][C:13]([C:15]1[S:16][CH:17]=[CH:18][C:19]=1[S:20]([NH:23][C:24]1[O:28][N:27]=[C:26]([CH3:29])[C:25]=1[Cl:30])(=[O:22])=[O:21])=[O:14])(=[O:3])[CH3:2].N[C:32]1[C:37](C)=[CH:36]C(C)=[CH:34][C:33]=1C(C1CCCCC1)=O>>[Cl:30][C:25]1[C:26]([CH3:29])=[N:27][O:28][C:24]=1[NH:23][S:20]([C:19]1[CH:18]=[CH:17][S:16][C:15]=1[C:13]([NH:12][C:5]1[C:6]([CH3:11])=[CH:7][C:8]([CH3:10])=[CH:9][C:4]=1[C:1]([CH:2]1[CH2:36][CH2:37][CH2:32][CH2:33][CH2:34]1)=[O:3])=[O:14])(=[O:21])=[O:22]. Procedure: 3-(((4-Chloro-3-methyl-5-isoxazolyl)amino)sulfonyl)-N-(2-(cyclohexylcarbonyl)-4,6-dimethylphenyl)-2-thiophenecarboxamide was synthesized in the same fashion as for N-(2-acetyl-4,6-dimethylphenyl)-3-(((4-chloro-3-methyl-5-isoxazolyl)amino)sulfonyl)-2-thiophenecarboxamide (Example 39) except that cyclohexyl 2-amino-3,5-dimethylphenyl ketone was used instead of 2′-amino-3′,5′-dimethylacetophenone. The reactants are C(C)I (ethyl iodide), [Li]CCCC (n-BuLi), CCCCCC (hexane), BrC1=CC(=C(OC2=NC(=CC(=C2C)OC(CC)CC)C)C(=C1)C)C (2-(4-bromo-2,6-dimethyl-phenoxy)-4-(1-ethyl-propoxy)-3,6-dimethyl-pyridine). Solvent: C1CCOC1 (THF), C1CCOC1 (THF). Conditions: time 5 minute. Yields the product C(C)C1=CC(=C(OC2=NC(=CC(=C2C)OC(CC)CC)C)C(=C1)C)C (2-(4-Ethyl2,6-dimethyl-phenoxy)-4-(1-ethyl-propoxy)-3,6-dimethyl-pyridine). As a reaction SMILES: [Li][CH2:2][CH2:3][CH2:4][CH3:5].CCCCCC.BrC1[CH:33]=[C:32](C)[C:16]([O:17][C:18]2[C:23]([CH3:24])=[C:22]([O:25][CH:26]([CH2:29][CH3:30])[CH2:27][CH3:28])[CH:21]=[C:20]([CH3:31])[N:19]=2)=[C:15]([CH3:35])[CH:14]=1.C(I)C>C1COCC1>[CH2:4]([C:3]1[CH:2]=[C:32]([CH3:33])[C:16]([O:17][C:18]2[C:23]([CH3:24])=[C:22]([O:25][CH:26]([CH2:29][CH3:30])[CH2:27][CH3:28])[CH:21]=[C:20]([CH3:31])[N:19]=2)=[C:15]([CH3:35])[CH:14]=1)[CH3:5]. Procedure details: To a solution of 2.5 N n-BuLi in hexane (0.47 ml, 1.18 mmol) in 5 ml of dry THF was added a solution of 2-(4-bromo-2,6-dimethyl-phenoxy)-4-(1-ethyl-propoxy)-3,6-dimethyl-pyridine (465 mg, 1.18 mmol) in 5 ml of dry THF at −78° C. After stirring at that temperature for 5 min, an excess of ethyl iodide (0.4 ml) was added and the resulting mixture was stirred at −78° C. for 30 min, then at 0° C. for 15 min. The mixture was quenched with saturated ammonium chloride and extracted with ethyl acetate. T...